Dataset: the Open Reaction Database (ORD), a public repository of structured organic reaction records. Task: describe an organic reaction: reactants, conditions, products, and yield The reactants are C(#N)C=1C=C(C=C(C1)F)[C@@H]1N(CC(C1)(F)F)C(=O)OC(C)(C)C ((R)-tert-butyl 2-(3-cyano-5-fluorophenyl)-4,4-difluoropyrrolidine-1-carboxylate), C(=O)(C(F)(F)F)O (TFA). The solvent is C(Cl)Cl (DCM). Run at time 1 hour. The product is FC1(C[C@@H](NC1)C=1C=C(C#N)C=C(C1)F)F ((R)-3-(4,4-difluoropyrrolidin-2-yl)-5-fluorobenzonitrile). As a reaction SMILES: [C:1]([C:3]1[CH:4]=[C:5]([C@H:10]2[CH2:14][C:13]([F:16])([F:15])[CH2:12][N:11]2C(OC(C)(C)C)=O)[CH:6]=[C:7]([F:9])[CH:8]=1)#[N:2].C(O)(C(F)(F)F)=O>C(Cl)Cl>[F:16][C:13]1([F:15])[CH2:12][NH:11][C@@H:10]([C:5]2[CH:4]=[C:3]([CH:8]=[C:7]([F:9])[CH:6]=2)[C:1]#[N:2])[CH2:14]1. Reported procedure: To a solution of (R)-tert-butyl 2-(3-cyano-5-fluorophenyl)-4,4-difluoropyrrolidine-1-carboxylate (I-23) (0.45 g, 1.4 mmol) in DCM (3 mL) was added TFA (3 mL) and stirred at room temperature for 1 hour. All the solvents were removed under reduced pressure. The crude was diluted with EtOAc, washed with aqueous NaHCO3 and brine, dried over sodium sulfate, filtered and concentrated to yield (R)-3-(4,4-difluoropyrrolidin-2-yl)-5-fluorobenzonitrile (I-24) as a light yellow oil. 1H NMR (400 MHz, CDCl3)... The solvent is CO (methanol). Reported procedure: To a stirred solution of 8-Chloro-6,11-dihydro-11-(4-piperidinyl)-5H-benzo[5,6]cyclohepta[1,2-b]pyridine (9) (499 mg; 1.59 mmol) (disclosed in published application WO 95/10516, Apr. 20, 1995), ω-[1-(triphenylmethyl)-1H-imidazol-4-yl]-pentanal (6) (699 mg; ˜90% pure; 1.59 mmol) and methanesulfonic acid (0.10 mL; 1.59 mmol)) in anhydrous methanol (100 mL), was added anhydrous magnesium sulfate (380 mg) The resultant suspension was stirred at room temperature for 45 min. A 1.0M solution of sodium ... Conditions: time 45 minute. Reaction SMILES: [Cl:1][C:2]1[CH:3]=[CH:4][C:5]2[CH:15]([CH:16]3[CH2:21][CH2:20][NH:19][CH2:18][CH2:17]3)[C:10]3=[N:11][CH:12]=[CH:13][CH:14]=[C:9]3[CH2:8][CH2:7][C:6]=2[CH:22]=1.C1(C(C2C=CC=CC=2)(C2C=CC=CC=2)[N:30]2[CH:34]=[C:33]([CH:35]([CH2:38][CH2:39][CH3:40])C=O)[N:32]=[CH:31]2)C=CC=CC=1.[CH3:53]S(O)(=O)=O.S([O-])([O-])(=O)=O.[Mg+2].C([BH3-])#N.[Na+].O1CCCC1>CO>[Cl:1][C:2]1[CH:3]=[CH:4][C:5]2[CH:15]([CH:16]3[CH2:17][CH2:18][N:19]([CH2:53][CH2:40][CH2:39][CH2:38][CH2:35][C:33]4[N:32]=[CH:31][NH:30][CH:34]=4)[CH2:20][CH2:21]3)[C:10]3=[N:11][CH:12]=[CH:13][CH:14]=[C:9]3[CH2:8][CH2:7][C:6]=2[CH:22]=1 |f:3.4,5.6|. Starting materials: ClC=1C=CC2=C(CCC=3C(=NC=CC3)C2C2CCNCC2)C1 (8-Chloro-6,11-dihydro-11-(4-piperidinyl)-5H-benzo[5,6]cyclohepta[1,2-b]pyridine), C1(=CC=CC=C1)C(N1C=NC(=C1)C(C=O)CCC)(C1=CC=CC=C1)C1=CC=CC=C1 ([1-(Triphenylmethyl)-1H-imidazol4-yl]-pentanal), CS(=O)(=O)O (methanesulfonic acid), S(=O)(=O)([O-])[O-].[Mg+2] (magnesium sulfate), resultant suspension, resultant mixture, solution, C(#N)[BH3-].[Na+] (sodium cyanoborohydride), O1CCCC1 (tetrahydrofuran). The product is imidazole-N-tritylated, ClC=1C=CC2=C(CCC=3C(=NC=CC3)C2C2CCN(CC2)CCCCCC=2N=CNC2)C1 (8-chloro-6,11-dihydro-11-[1-[5-(1H-imidazol-4-yl)pentyl]-4-piperidinyl]-5H-benzo[5,6]cyclohepta[1,2-b]pyridine).